Task: describe an organic reaction: reactants, conditions, products, and yield. Dataset: the Open Reaction Database (ORD), a public repository of structured organic reaction records Reactants: CCN(CC)c1ccccc1, Oc1nc(C2CC2)nc2c1CCN2, O=P(Cl)(Cl)Cl. Product: Clc1nc(C2CC2)nc2c1CCN2. RXN SMILES: [CH2:14]([N:15]([CH2:16][CH3:17])[c:18]1[cH:19][cH:20][cH:21][cH:22][cH:23]1)[CH3:24].[CH:1]1([c:4]2[n:5][c:6]([OH:13])[c:7]3[c:8]([n:9]2)[NH:10][CH2:11][CH2:12]3)[CH2:2][CH2:3]1.[P:25]([Cl:26])([Cl:27])([Cl:28])=[O:29]>>[CH:1]1([c:4]2[n:5][c:6]([Cl:27])[c:7]3[c:8]([n:9]2)[NH:10][CH2:11][CH2:12]3)[CH2:2][CH2:3]1. Starting materials: COC(=O)NC1=C(COC=2C=3N(C=CC2)C(=C(N3)C)CC#C)C(=CC=C1)C (8-(2-methoxycarbonylamino-6-methylbenzyloxy)-2-methyl-3-(2-propynyl)imidazo[1,2-a]pyridine), C=O (formaldehyde), CNC (dimethylamine). Solvent: O1CCOCC1 (1.4-dioxane), O (water), cuprous chloride. Run at temperature 50 celsius, time 5 hour. The product is COC(=O)NC1=C(COC=2C=3N(C=CC2)C=C(N3)C)C(=CC=C1)C (8-(2-methoxycarbonylamino-6-methylbenzyloxy)-2-methylimidazo-[1,2-a]pyridine). The yield is 85.0%. Reaction SMILES: [CH3:1][O:2][C:3]([NH:5][C:6]1[CH:26]=[CH:25][CH:24]=[C:23]([CH3:27])[C:7]=1[CH2:8][O:9][C:10]1[C:11]2[N:12]([C:16](CC#C)=[C:17]([CH3:19])[N:18]=2)[CH:13]=[CH:14][CH:15]=1)=[O:4].C=O.CNC>O1CCOCC1.O>[CH3:1][O:2][C:3]([NH:5][C:6]1[CH:26]=[CH:25][CH:24]=[C:23]([CH3:27])[C:7]=1[CH2:8][O:9][C:10]1[C:11]2[N:12]([CH:16]=[C:17]([CH3:19])[N:18]=2)[CH:13]=[CH:14][CH:15]=1)=[O:4]. Procedure details: To a solution of 8-(2-methoxycarbonylamino-6-methylbenzyloxy)-2-methyl-3-(2-propynyl)imidazo[1,2-a]pyridine (230 mg) in 1.4-dioxane (4.6 ml) were added 36% formaldehyde (105 mg), 50% dimethylamine in water (142 mg) and cuprous chloride (12.5 mg). After the mixture was stirred at 50° C. for 5 hours, 1.4-dioxane was evaporated under reduced pressure. The resultant residue was dissolved in chloroform (20 ml) and insoluble material was filtered off. The filtrate was washed with an aqueous solution o... The reactants are Cc1cccc(NCc2nnn(C)n2)c1C, COC(OC)C1(C)Oc2ccc([N+](=O)[O-])cc2C2OC21. Product: COC(OC)C1(C)Oc2ccc([N+](=O)[O-])cc2C(N(Cc2nnn(C)n2)c2cccc(C)c2C)C1O. Reaction SMILES: [CH3:21][c:22]1[c:23]([NH:29][CH2:30][c:31]2[n:32][n:33][n:34]([CH3:36])[n:35]2)[cH:24][cH:25][cH:26][c:27]1[CH3:28].[N+:1](=[O:2])([O-:3])[c:4]1[cH:5][cH:6][c:7]2[c:8]([cH:20]1)[CH:9]1[CH:10]([C:11]([CH:13]([O:14][CH3:15])[O:16][CH3:17])([CH3:18])[O:12]2)[O:19]1>>[N+:1](=[O:2])([O-:3])[c:4]1[cH:5][cH:6][c:7]2[c:8]([cH:20]1)[CH:9]([N:29]([c:23]1[c:22]([CH3:21])[c:27]([CH3:28])[cH:26][cH:25][cH:24]1)[CH2:30][c:31]1[n:32][n:33][n:34]([CH3:36])[n:35]1)[CH:10]([OH:19])[C:11]([CH:13]([O:14][CH3:15])[O:16][CH3:17])([CH3:18])[O:12]2. Reactants: C1=2C(=O)OC(NC1=CC=CC2)=O (isatoic anhydride), N1(C=NC=C1)CCCN (1H-imidazol-1-propanamine). The solvent is C1(=CC=CC=C1)C (toluene). Reaction conditions: temperature 90 celsius. Product: NC1=C(C(=O)NCCCN2C=NC=C2)C=CC=C1 (2-Amino-N-[3-(1H-imidazol-1-yl)propyl]benzamide). Reaction SMILES: [C:1]12[C:7](=[CH:8][CH:9]=[CH:10][CH:11]=1)[NH:6]C(=O)[O:4][C:2]2=O.[N:13]1([CH2:18][CH2:19][CH2:20][NH2:21])[CH:17]=[CH:16][N:15]=[CH:14]1>C1(C)C=CC=CC=1>[NH2:6][C:7]1[CH:8]=[CH:9][CH:10]=[CH:11][C:1]=1[C:2]([NH:21][CH2:20][CH2:19][CH2:18][N:13]1[CH:17]=[CH:16][N:15]=[CH:14]1)=[O:4]. Procedure: A mixture of 2.39 of isatoic anhydride, 2.50 g of 1H-imidazol-1-propanamine and 30 ml of toluene was heated at 90° C. for 45 minutes and cooled. The toluene layer was decanted and the residue was dissolved in methylene chloride, washed with dilute sodium hydroxide solution, water and dried over magnesium sulfate. The organic layer was concentrated to obtain the desired product, mp 107°-110° C. The reactants are C(C)OCC (diethylether), N\C(=C/C(=O)OC)\C (methyl 3-aminocrotonate), C(CC(=O)C)(=O)OCC (ethyl acetoacetate), C(#C)C=1C=C(C=O)C=CC1 (3-ethynylbenzaldehyde). Reported procedure: In 20 ml of ethyl alcohol was dissolved 1.95 g (15 mmol) of 3-ethynylbenzaldehyde. Thereto were added 1.73 g (15 mmol) of methyl 3-aminocrotonate and 1.95 g (15 mmol) of ethyl acetoacetate. The mixture was stirred with heating for 16 hours at 80° C. After completing the reaction, the reaction solution was concentrated. The obtained precipitate was washed with ether and then recrystallized from the mixture solution of n-pentane and diethylether (n-pentane: diethylether =3 : 1 (by volume, hereinaf... As a reaction SMILES: [C:1]([C:3]1[CH:4]=[C:5]([CH:8]=[CH:9][CH:10]=1)[CH:6]=O)#[CH:2].[NH2:11]/[C:12](/[CH3:18])=[CH:13]\[C:14]([O:16][CH3:17])=[O:15].[C:19]([O:25][CH2:26][CH3:27])(=[O:24])[CH2:20][C:21]([CH3:23])=O.C(OCC)C>C(O)C>[CH2:26]([O:25][C:19]([C:20]1[CH:6]([C:5]2[CH:8]=[CH:9][CH:10]=[C:3]([C:1]#[CH:2])[CH:4]=2)[C:13]([C:14]([O:16][CH3:17])=[O:15])=[C:12]([CH3:18])[NH:11][C:21]=1[CH3:23])=[O:24])[CH3:27]. Yields the product C(C)OC(=O)C=1C(C(=C(NC1C)C)C(=O)OC)C1=CC(=CC=C1)C#C (5-Ethoxycarbonyl-3-methoxycarbonyl-1,4-dihydro-2,6-dimethyl-4-(3-ethynylphenyl)pyridine), crystals. Solvent: C(C)O (ethyl alcohol). Conditions: temperature 80 celsius. Isolated yield 70.0%.